This data is from the Open Reaction Database (ORD), a public repository of structured organic reaction records. The task is: describe an organic reaction: reactants, conditions, products, and yield Reactants: [Mn](=O)(=O)(=O)[O-].[K+] (potassium permanganate), OO (hydrogen peroxide), ON=C(C(=CCC(=O)OC)C1=CC=C(C=C1)OC)C1=CC=C(C=C1)OC (methyl 5-hydroxyimino-4,5-bis(4-methoxyphenyl)-3-pentenoate). Run in C(C)(=O)O (acetic acid), ClCCl (dichloromethane), ClCCl (dichloromethane). Run at time 4 hour. The product is COC(=O)CC1=C(C(=NO1)C1=CC=C(C=C1)OC)C1=CC=C(C=C1)OC (5-methoxycarbonylmethyl-3,4-bis(4-methoxyphenyl)isoxazole). Yield: 60.0%. RXN SMILES: [OH:1][N:2]=[C:3]([C:19]1[CH:24]=[CH:23][C:22]([O:25][CH3:26])=[CH:21][CH:20]=1)[C:4]([C:11]1[CH:16]=[CH:15][C:14]([O:17][CH3:18])=[CH:13][CH:12]=1)=[CH:5][CH2:6][C:7]([O:9][CH3:10])=[O:8].[Mn]([O-])(=O)(=O)=O.[K+].OO>ClCCl.C(O)(=O)C>[CH3:10][O:9][C:7]([CH2:6][C:5]1[O:1][N:2]=[C:3]([C:19]2[CH:20]=[CH:21][C:22]([O:25][CH3:26])=[CH:23][CH:24]=2)[C:4]=1[C:11]1[CH:16]=[CH:15][C:14]([O:17][CH3:18])=[CH:13][CH:12]=1)=[O:8] |f:1.2|. Procedure details: A 1.75 g (5 mmols) quantity of methyl 5-hydroxyimino-4,5-bis(4-methoxyphenyl)-3-pentenoate was dissolved in 8.5 ml of dichloromethane and 4 ml of acetic acid, then 0.79 g of potassium permanganate was slowly added to the solution at room temperature, and the mixture was stirred for 4 hours. After the completion of reaction, a hydrogen peroxide solution was added to the reaction mixture until the mixture became transparent. The mixture was diluted with 10 ml of dichloromethane, subsequently washe... Starting materials: O (Water), CS(=O)(=O)OCC=1C=C(OCC(=O)OCC)C=CC1 (ethyl 2-(3-(((methylsulfonyl)oxy)methyl)phenoxy)acetate), FC1=C(C=C(C=C1)OC)C1=C(C=C(C=C1)O)CC(C)(C)C (2′-fluoro-5′-methoxy-2-neopentyl-[1,1′-biphenyl]-4-ol), C([O-])([O-])=O.[K+].[K+] (potassium carbonate). Run in CN(C)C=O (DMF). Run at temperature 80 celsius, time 3 hour. Yields the product FC1=C(C=C(C=C1)OC)C1=C(C=C(C=C1)OCC=1C=C(OCC(=O)OCC)C=CC1)CC(C)(C)C (ethyl 2-(3-(((2′-fluoro-5′-methoxy-2-neopentyl-[1,1′-biphenyl]-4-yl)oxy)methyl)phenoxy)acetate). Isolated yield 65.1%. Reaction SMILES: CS([O:5][CH2:6][C:7]1[CH:8]=[C:9]([CH:17]=[CH:18][CH:19]=1)[O:10][CH2:11][C:12]([O:14][CH2:15][CH3:16])=[O:13])(=O)=O.[F:20][C:21]1[CH:26]=[CH:25][C:24]([O:27][CH3:28])=[CH:23][C:22]=1[C:29]1[CH:34]=[CH:33][C:32](O)=[CH:31][C:30]=1[CH2:36][C:37]([CH3:40])([CH3:39])[CH3:38].C(=O)([O-])[O-].[K+].[K+].O>CN(C=O)C>[F:20][C:21]1[CH:26]=[CH:25][C:24]([O:27][CH3:28])=[CH:23][C:22]=1[C:29]1[CH:34]=[CH:33][C:32]([O:5][CH2:6][C:7]2[CH:8]=[C:9]([CH:17]=[CH:18][CH:19]=2)[O:10][CH2:11][C:12]([O:14][CH2:15][CH3:16])=[O:13])=[CH:31][C:30]=1[CH2:36][C:37]([CH3:40])([CH3:39])[CH3:38] |f:2.3.4|. Procedure details: To a solution of ethyl 2-(3-(((methylsulfonyl)oxy)methyl)phenoxy)acetate (94 mg) and 2′-fluoro-5′-methoxy-2-neopentyl-[1,1′-biphenyl]-4-ol (120 mg) in DMF (3.0 mL) was added potassium carbonate (67 mg), and the mixture was stirred at 80° C. for 3 hr. Water was added to the reaction mixture, and the mixture was extracted with ethyl acetate. The extract was washed with saturated brine and dried over anhydrous magnesium sulfate. The solvent was evaporated under reduced pressure and the residue was ...